Task: describe an organic reaction: reactants, conditions, products, and yield. Dataset: the Open Reaction Database (ORD), a public repository of structured organic reaction records Reactants: ClC1=CC(=NC=C1C(=O)OCC)Cl (ethyl 4,6-dichloronicotinate), FC=1C=C(C=CC1)CCN (3-fluoro-phenylethylamine), C(=O)([O-])[O-].[K+].[K+] (K2CO3). Run in CN(C)C=O (DMF). Isolated yield 0.0%. Reported procedure: To a solution of ethyl 4,6-dichloronicotinate (2.2 g, 10.0 mmol) and 3-fluoro-phenylethylamine (1.5 g, 11.0 mmol) in DMF (20 mL) was added K2CO3 (4.1 g, 30 mmol) at r.t. The reaction mixture was stirred at r.t. overnight. The reaction mixture was filtered and concentrated under reduced pressure. The resulting residue was purified on RP-HPLC using a mixture of acetonitrile and H2O to give ethyl 6-chloro-4-(3-fluorophenethylamino)nicotinate (1.1 mg, 34%). LRMS (M+H+) m/z 323.0. As a reaction SMILES: Cl[C:2]1[C:7]([C:8]([O:10][CH2:11][CH3:12])=[O:9])=[CH:6][N:5]=[C:4]([Cl:13])[CH:3]=1.[F:14][C:15]1[CH:16]=[C:17]([CH2:21][CH2:22][NH2:23])[CH:18]=[CH:19][CH:20]=1.C([O-])([O-])=O.[K+].[K+]>CN(C=O)C>[Cl:13][C:4]1[CH:3]=[C:2]([NH:23][CH2:22][CH2:21][C:17]2[CH:18]=[CH:19][CH:20]=[C:15]([F:14])[CH:16]=2)[C:7]([C:8]([O:10][CH2:11][CH3:12])=[O:9])=[CH:6][N:5]=1 |f:2.3.4|. Product: ClC1=NC=C(C(=O)OCC)C(=C1)NCCC1=CC(=CC=C1)F (ethyl 6-chloro-4-(3-fluorophenethylamino)nicotinate). Conditions: time 8 hour. Reactants: B, Cl, CN1CCN(C(=O)c2cc(N)cc(C(F)(F)F)c2)CC1, [Na+], [Na+], O=C([O-])[O-], C1CCOC1, C1CCOC1. The product is CN1CCN(Cc2cc(N)cc(C(F)(F)F)c2)CC1. Reaction SMILES: [BH3:26].[ClH:27].[NH2:1][c:2]1[cH:3][c:4]([C:12](=[O:13])[N:14]2[CH2:15][CH2:16][N:17]([CH3:20])[CH2:18][CH2:19]2)[cH:5][c:6]([C:8]([F:9])([F:10])[F:11])[cH:7]1.[Na+:28].[Na+:29].[O-:30][C:31](=[O:32])[O-:33].[O:21]1[CH2:22][CH2:23][CH2:24][CH2:25]1.[O:34]1[CH2:35][CH2:36][CH2:37][CH2:38]1>>[NH2:1][c:2]1[cH:3][c:4]([CH2:12][N:14]2[CH2:15][CH2:16][N:17]([CH3:20])[CH2:18][CH2:19]2)[cH:5][c:6]([C:8]([F:9])([F:10])[F:11])[cH:7]1.